describe an organic reaction: reactants, conditions, products, and yield From a dataset of the Open Reaction Database (ORD), a public repository of structured organic reaction records. The reactants are C(C)NCC (diethylamine), C(C)(C)(C)O (t-butanol), ClC1=C(C=C(C=C1)C(C)=O)[N+](=O)[O-] (1-(4-chloro-3-nitrophenyl)ethanone), BrCC(=O)C1=CC(=C(C=C1)Cl)[N+](=O)[O-] (2-bromo-1-(4-chloro-3-nitrophenyl)ethanone). Reagents/catalysts: [Cl-].[Zn+2].[Cl-] (Zinc chloride). Run in C1=CC=CC=C1 (benzene). Run at time 2 hour. Yields the product ClC1=C(C=C(C=C1)C(CCC(=O)C1=CC(=C(C=C1)Cl)[N+](=O)[O-])=O)[N+](=O)[O-] (1,4-bis(4-chloro-3-nitrophenyl)butane-1,4-dione). RXN SMILES: C(NCC)C.C(O)(C)(C)C.[Cl:11][C:12]1[CH:17]=[CH:16][C:15]([C:18](=[O:20])[CH3:19])=[CH:14][C:13]=1[N+:21]([O-:23])=[O:22].Br[CH2:25][C:26]([C:28]1[CH:33]=[CH:32][C:31]([Cl:34])=[C:30]([N+:35]([O-:37])=[O:36])[CH:29]=1)=[O:27]>C1C=CC=CC=1.[Cl-].[Zn+2].[Cl-]>[Cl:11][C:12]1[CH:17]=[CH:16][C:15]([C:18](=[O:20])[CH2:19][CH2:25][C:26]([C:28]2[CH:33]=[CH:32][C:31]([Cl:34])=[C:30]([N+:35]([O-:37])=[O:36])[CH:29]=2)=[O:27])=[CH:14][C:13]=1[N+:21]([O-:23])=[O:22] |f:5.6.7|. Reported procedure: Zinc chloride (27.4 g, 201 mmol), diethylamine (15.6 mL, 151 mmol) and t-butanol (14.4 mL, 151 mmol) were combined in benzene (151 mL) at room temperature under a nitrogen atmosphere and stirred for 2 h. 1-(4-chloro-3-nitrophenyl)ethanone (30.1 g, 151 mmol) and 2-bromo-1-(4-chloro-3-nitrophenyl)ethanone (28 g, 101 mmol) were added. The mixture was stirred vigorously for 20 h, S and the solid product was collected by filtration and rinsed with benzene, water, methanol, and dichloromethane. The so... The reactants are OC1CN(CCC1C1=CC=C(C=C1)OCCCOC1=C(C=CC=C1)OC)C(=O)OC(C)(C)C (tert-butyl 3-hydroxy-4-{4-[3-(2-methoxyphenoxy)propoxy]phenyl}piperidine-1-carboxylate), ClCC=1C=CC2=C(N(C(CO2)=O)CCCOC)C1 (6-chloromethyl-4-(3-methoxypropyl)-4H-benzo[1,4]oxazin-3-one). Reaction SMILES: [OH:1][CH:2]1[CH:7]([C:8]2[CH:13]=[CH:12][C:11]([O:14][CH2:15][CH2:16][CH2:17][O:18][C:19]3[CH:24]=[CH:23][CH:22]=[CH:21][C:20]=3[O:25][CH3:26])=[CH:10][CH:9]=2)[CH2:6][CH2:5][N:4]([C:27]([O:29][C:30]([CH3:33])([CH3:32])[CH3:31])=[O:28])[CH2:3]1.Cl[CH2:35][C:36]1[CH:37]=[CH:38][C:39]2[O:44][CH2:43][C:42](=[O:45])[N:41]([CH2:46][CH2:47][CH2:48][O:49][CH3:50])[C:40]=2[CH:51]=1>>[CH3:26][O:25][C:20]1[CH:21]=[CH:22][CH:23]=[CH:24][C:19]=1[O:18][CH2:17][CH2:16][CH2:15][O:14][C:11]1[CH:12]=[CH:13][C:8]([CH:7]2[CH2:6][CH2:5][N:4]([C:27]([O:29][C:30]([CH3:33])([CH3:32])[CH3:31])=[O:28])[CH2:3][CH:2]2[O:1][CH2:35][C:36]2[CH:37]=[CH:38][C:39]3[O:44][CH2:43][C:42](=[O:45])[N:41]([CH2:46][CH2:47][CH2:48][O:49][CH3:50])[C:40]=3[CH:51]=2)=[CH:9][CH:10]=1. The product is COC1=C(OCCCOC2=CC=C(C=C2)C2C(CN(CC2)C(=O)OC(C)(C)C)OCC=2C=CC3=C(N(C(CO3)=O)CCCOC)C2)C=CC=C1 (tert-Butyl 4-{4-[3-(2-methoxyphenoxy)propoxy]phenyl}-3-[4-(3-methoxypropyl)-3-oxo-3,4-dihydro-2H-benzo[1,4]oxazin-6-ylmethoxy]piperidine-1-carboxylate). Procedure details: Analogously to Method D, 1.08 g of tert-butyl 3-hydroxy-4-{4-[3-(2-methoxyphenoxy)propoxy]phenyl}piperidine-1-carboxylate and 0.714 g of 6-chloromethyl-4-(3-methoxypropyl)-4H-benzo[1,4]oxazin-3-one (Example 2a) are reacted. The title compound is obtained as a colourless oil. Rf=0.33 (1:1 EtOAc-heptane); Rt=5.75. Starting materials: solid, Cl.Cl.Cl.O1CCC=2C1=C(N=CC2)N2CCN(CC2)CC[C@@H]2CC[C@H](CC2)N (trans-4-{2-[4-(2,3-dihydro-furo[2,3-c]pyridin-7-yl)-piperazin-1-yl]-ethyl}-cyclohexylamine trihydrochloride), Cl.Cl.Cl.O1CCC=2C1=C(N=CC2)N2CCN(CC2)CC[C@@H]2CC[C@H](CC2)N (trans-4-{2-[4-(2,3-dihydro-furo[2,3-c]pyridin-7-yl)-piperazin-1-yl]-ethyl}-cyclohexylamine trihydrochloride), CC(C(=O)O)(C)C (2,2-dimethyl-propionic acid). Product: O1CCC=2C1=C(N=CC2)N2CCN(CC2)CC[C@@H]2CC[C@H](CC2)NC(C(C)(C)C)=O (trans-N-(4-{2-[4-(2,3-Dihydro-furo[2,3-c]pyridin-7-yl)-piperazin-1-yl]-ethyl}-cyclohexyl)-2,2-dimethyl-propionamide). RXN SMILES: Cl.Cl.Cl.[O:4]1[C:8]2=[C:9]([N:13]3[CH2:18][CH2:17][N:16]([CH2:19][CH2:20][C@H:21]4[CH2:26][CH2:25][C@H:24]([NH2:27])[CH2:23][CH2:22]4)[CH2:15][CH2:14]3)[N:10]=[CH:11][CH:12]=[C:7]2[CH2:6][CH2:5]1.[CH3:28][C:29]([CH3:34])([CH3:33])[C:30](O)=[O:31]>>[O:4]1[C:8]2=[C:9]([N:13]3[CH2:18][CH2:17][N:16]([CH2:19][CH2:20][C@H:21]4[CH2:26][CH2:25][C@H:24]([NH:27][C:30](=[O:31])[C:29]([CH3:34])([CH3:33])[CH3:28])[CH2:23][CH2:22]4)[CH2:15][CH2:14]3)[N:10]=[CH:11][CH:12]=[C:7]2[CH2:6][CH2:5]1 |f:0.1.2.3|. Reported procedure: The title compound, white solid (78 mg, 75%), MS (ISP) m/z=415.5 [(M+H)+], mp 194.5° C., was prepared in accordance with the general method of example 6 from trans-4-{2-[4-(2,3-dihydro-furo[2,3-c]pyridin-7-yl)-piperazin-1-yl]-ethyl}-cyclohexylamine trihydrochloride (intermediate B) (110 mg, 0.25 mmol) and 2,2-dimethyl-propionic acid. Starting materials: BrC1=CC=C(C=C1)O (4-Bromophenol), CC(C)=C (isobutylene), C(Cl)Cl (methylene chloride), FC(S(=O)(=O)O)(F)F (Trifluoromethanesulfonic acid). Solvent: C(C)N(CC)CC (Triethylamine). Reaction conditions: temperature -78 celsius, time 4 hour. Yields the product BrC1=CC=C(C=C1)OC(C)(C)C (4-Bromo-t-butoxybenzene). As a reaction SMILES: [Br:1][C:2]1[CH:7]=[CH:6][C:5]([OH:8])=[CH:4][CH:3]=1.[CH3:9][C:10](=[CH2:12])[CH3:11].C(Cl)Cl.FC(F)(F)S(O)(=O)=O>C(N(CC)CC)C>[Br:1][C:2]1[CH:7]=[CH:6][C:5]([O:8][C:10]([CH3:12])([CH3:11])[CH3:9])=[CH:4][CH:3]=1. Procedure details: 4-Bromophenol(57.8 mmoles, 10.0 g) was added to a -30° C. solution of isobutylene (40 ml) and methylene chloride (50 ml) and then cooled to -78° C. Trifluoromethanesulfonic acid (4 mmoles, 0.35 ml) was added. The mixture was held at -78° C. for 4 hours and then allowed to warm to room temperature. Triethylamine (0.5 ml) was added; the solvent was removed. The residue was chromatographed over silica gel eluted with 1% ethyl acetate in hexane to yield 12.4 g. (MS) Reactants: C(P(OCC)(OCC)=O)P(OCC)(OCC)=O (tetraethyl methylenediphosphonate), [H-].[Na+] (sodium hydride), N1=C(C=CC=C1)C=O (2-pyridinecarbaldehyde), O (water). Run in O1CCCC1 (tetrahydrofuran), O1CCCC1 (tetrahydrofuran), O1CCCC1 (tetrahydrofuran). Conditions: time 20 minute. Yields the product N1=C(C=CC=C1)/C=C/P(OCC)(OCC)=O (Diethyl (E)-2-(2-pyridyl)ethenylphosphonate). The yield is 93.3%. Reaction SMILES: [CH2:1]([P:10](=[O:17])([O:14][CH2:15][CH3:16])[O:11][CH2:12][CH3:13])P(=O)(OCC)OCC.[H-].[Na+].[N:20]1[CH:25]=[CH:24][CH:23]=[CH:22][C:21]=1[CH:26]=O.O>O1CCCC1>[N:20]1[CH:25]=[CH:24][CH:23]=[CH:22][C:21]=1/[CH:26]=[CH:1]/[P:10](=[O:17])([O:11][CH2:12][CH3:13])[O:14][CH2:15][CH3:16] |f:1.2|. Procedure details: A solution of tetraethyl methylenediphosphonate (3.7 g, 13 mmol) in tetrahydrofuran (5 ml) was added dropwise to a mixture of sodium hydride (60% in oil, 750 mg, 18 mmol) and tetrahydrofuran (15 ml) at 0° C., and the mixture was stirred at the same temperature for 20 minutes. Successively, a solution of 2-pyridinecarbaldehyde (1.3 g, 12 mmol) in tetrahydrofuran (5 ml) was added dropwise to the mixture at 0° C., and the mixture was stirred at room temperature for 30 minutes. The reaction mixture ... Starting materials: CCN, O=CO, Cl, CC(=O)Cc1cccc(SC(F)(F)F)c1, O. The product is CCNC(C)Cc1cccc(SC(F)(F)F)c1. RXN SMILES: [CH3:4][CH2:5][NH2:6].[CH:1]([OH:2])=[O:3].[ClH:22].[F:7][C:8]([S:9][c:10]1[cH:11][c:12]([CH2:16][C:17]([CH3:18])=[O:19])[cH:13][cH:14][cH:15]1)([F:20])[F:21].[OH2:23]>>[CH3:4][CH2:5][NH:6][CH:17]([CH2:16][c:12]1[cH:11][c:10]([S:9][C:8]([F:7])([F:20])[F:21])[cH:15][cH:14][cH:13]1)[CH3:18].